Dataset: the Open Reaction Database (ORD), a public repository of structured organic reaction records. Task: describe an organic reaction: reactants, conditions, products, and yield The reactants are CC(=O)OC1CC(C(=O)O)N(C(=O)OC(C)(C)C)C1, ClCCCl, ClCCl, NCc1ccc(Cl)cc1, On1nnc2ccccc21. Yields the product CC(=O)OC1CC(C(=O)NCc2ccc(Cl)cc2)N(C(=O)OC(C)(C)C)C1. Reaction SMILES: [C:1]([CH3:2])(=[O:3])[O:4][CH:5]1[CH2:6][CH:7]([C:17](=[O:18])[OH:19])[N:8]([C:10](=[O:11])[O:12][C:13]([CH3:14])([CH3:15])[CH3:16])[CH2:9]1.[CH2:20]([Cl:21])[CH2:22][Cl:23].[CH2:43]([Cl:44])[Cl:45].[Cl:34][c:35]1[cH:36][cH:37][c:38]([CH2:39][NH2:40])[cH:41][cH:42]1.[OH:24][n:25]1[c:26]2[c:27]([cH:28][cH:29][cH:30][cH:31]2)[n:32][n:33]1>>[C:1]([CH3:2])(=[O:3])[O:4][CH:5]1[CH2:6][CH:7]([C:17](=[O:19])[NH:40][CH2:39][c:38]2[cH:37][cH:36][c:35]([Cl:34])[cH:42][cH:41]2)[N:8]([C:10](=[O:11])[O:12][C:13]([CH3:14])([CH3:15])[CH3:16])[CH2:9]1. Yields the product CN(C)CC1(O)CCNC1. RXN SMILES: [CH2:1]([c:2]1[cH:3][cH:4][cH:5][cH:6][cH:7]1)[N:8]1[CH2:9][C:10]([OH:13])([CH2:14][N:15]([CH3:16])[CH3:17])[CH2:11][CH2:12]1.[CH3:18][OH:19]>>[NH:8]1[CH2:9][C:10]([OH:13])([CH2:14][N:15]([CH3:16])[CH3:17])[CH2:11][CH2:12]1. The reactants are CN(C)CC1(O)CCN(Cc2ccccc2)C1, CO. Reactants: CCI, [H-], [Na+], C1CCOC1, O=C1CC(c2ccccc2)CN1. The product is CCN1CC(c2ccccc2)CC1=O. As a reaction SMILES: [CH2:15]([CH3:16])[I:17].[H-:13].[Na+:14].[O:18]1[CH2:19][CH2:20][CH2:21][CH2:22]1.[c:1]1([CH:7]2[CH2:8][C:9](=[O:12])[NH:10][CH2:11]2)[cH:2][cH:3][cH:4][cH:5][cH:6]1>>[c:1]1([CH:7]2[CH2:8][C:9](=[O:12])[N:10]([CH2:15][CH3:16])[CH2:11]2)[cH:2][cH:3][cH:4][cH:5][cH:6]1. Reported procedure: To an oven-dried flask was added anhydrous THF (60 mL) and 2-iodopyrazine (3 mL, 20 mmol). The flask was cooled to 0° C., and 2M n-butylmagnesium chloride in THF (11 mL) was then added dropwise over several minutes. The mixture was stirred at 0° C. for 30 minutes, and then 5-bromo-2-fluorobenzaldehyde (2.4 mL, 20 mmol) was added. After stirring for 2 hours at 0° C., the reaction was quenched with saturated aqueous NH4Cl. The aqueous layer was extracted with EtOAc, dried over MgSO4, and purified ... As a reaction SMILES: I[C:2]1[CH:7]=[N:6][CH:5]=[CH:4][N:3]=1.C([Mg]Cl)CCC.[Br:14][C:15]1[CH:16]=[CH:17][C:18]([F:23])=[C:19]([CH:22]=1)[CH:20]=[O:21]>C1COCC1>[Br:14][C:15]1[CH:16]=[CH:17][C:18]([F:23])=[C:19]([CH:20]([C:2]2[CH:7]=[N:6][CH:5]=[CH:4][N:3]=2)[OH:21])[CH:22]=1. The product is BrC=1C=CC(=C(C1)C(O)C1=NC=CN=C1)F ((5-bromo-2-fluorophenyl)(pyrazin-2-yl)methanol). The solvent is C1CCOC1 (THF), C1CCOC1 (THF). Reaction conditions: temperature 0 celsius, time 30 minute. The reactants are IC1=NC=CN=C1 (2-iodopyrazine), C(CCC)[Mg]Cl (n-butylmagnesium chloride), BrC=1C=CC(=C(C=O)C1)F (5-bromo-2-fluorobenzaldehyde). Reactants: Cl (HCl), C(C1=CC=CC=C1)OC(=O)NC12C=3N(CC(CC1)CC2)C(C(=C(N3)C(=O)OCC)OC(=O)C3=CC=CC=C3)=O (ethyl 10-(((benzyloxy)carbonyl)amino)-4-oxo-3-((phenylcarbonyl)oxy)-4,6,7,8,9,10-hexahydro-7,10-ethanopyrimido[1,2-a]azepine-2-carboxylate), [H][H] (hydrogen). The reagents and catalysts are [Pd] (Pd/C). The solvent is C(C)(=O)OCC (ethyl acetate), CO (methanol). Product: Cl.NC12C=3N(CC(CC1)CC2)C(C(=C(N3)C(=O)OCC)OC(=O)C3=CC=CC=C3)=O (Ethyl 10-amino-4-oxo-3-((phenylcarbonyl)oxy)-4,6,7,8,9,10-hexahydro-7,10-ethanopyrimido[1,2-a]azepine-2-carboxylate hydrochloride). Isolated yield 97.6%. Reaction SMILES: C(OC([NH:11][C:12]12[CH2:20][CH2:19][CH:16]([CH2:17][CH2:18]1)[CH2:15][N:14]1[C:21](=[O:39])[C:22]([O:30][C:31]([C:33]3[CH:38]=[CH:37][CH:36]=[CH:35][CH:34]=3)=[O:32])=[C:23]([C:25]([O:27][CH2:28][CH3:29])=[O:26])[N:24]=[C:13]21)=O)C1C=CC=CC=1.[ClH:40].[H][H]>C(OCC)(=O)C.CO.[Pd]>[ClH:40].[NH2:11][C:12]12[CH2:20][CH2:19][CH:16]([CH2:17][CH2:18]1)[CH2:15][N:14]1[C:21](=[O:39])[C:22]([O:30][C:31]([C:33]3[CH:34]=[CH:35][CH:36]=[CH:37][CH:38]=3)=[O:32])=[C:23]([C:25]([O:27][CH2:28][CH3:29])=[O:26])[N:24]=[C:13]21 |f:6.7|. Procedure details: To a mixture of ethyl 10-(((benzyloxy)carbonyl)amino)-4-oxo-3-((phenylcarbonyl)oxy)-4,6,7,8,9,10-hexahydro-7,10-ethanopyrimido[1,2-a]azepine-2-carboxylate (16 g, 30.1 mmol) in ethyl acetate (300 mL) and methanol (150 mL) was added 1N HCl (31.6 mL, 31.6 mmol) followed by Pd/C (3.20 g, 3.01 mmol) and the mixture was stirred under balloon hydrogen atmosphere for 2 h. The mixture was then filtered through a pad of CELITE® and the pad was thoroughly washed with ethyl acetate. The filtrate was concent... Starting materials: C=CCNC(=O)C(F)(F)F, C1CCC(NC2CCCCC2)CC1, Cn1c2ccccc2c2nc3ccc(Cl)cc3c3cc(OS(=O)(=O)C(F)(F)F)cc1c32, ClCCl, CC(=O)[O-], CC(=O)[O-], C1COCCO1, [Pd+2], c1ccc(P(c2ccccc2)c2ccccc2)cc1. Yields the product Cn1c2ccccc2c2nc3ccc(Cl)cc3c3cc(C=CCNC(=O)C(F)(F)F)cc1c32. RXN SMILES: [CH2:32]([CH:33]=[CH2:34])[NH:35][C:36]([C:37]([F:38])([F:39])[F:40])=[O:41].[CH:61]1([NH:62][CH:63]2[CH2:64][CH2:65][CH2:66][CH2:67][CH2:68]2)[CH2:69][CH2:70][CH2:71][CH2:72][CH2:73]1.[Cl:1][c:2]1[cH:3][c:4]2[c:5]([cH:6][cH:7]1)[n:8][c:9]1[c:10]3[c:11]2[cH:12][c:13]([O:24][S:25]([C:26]([F:27])([F:28])[F:29])(=[O:30])=[O:31])[cH:14][c:15]3[n:16]([CH3:23])[c:17]2[cH:18][cH:19][cH:20][cH:21][c:22]12.[Cl:74][CH2:75][Cl:76].[O-:78][C:79]([CH3:80])=[O:81].[O-:82][C:83]([CH3:84])=[O:85].[O:86]1[CH2:87][CH2:88][O:89][CH2:90][CH2:91]1.[Pd+2:77].[c:42]1([P:43]([c:44]2[cH:45][cH:46][cH:47][cH:48][cH:49]2)[c:50]2[cH:51][cH:52][cH:53][cH:54][cH:55]2)[cH:56][cH:57][cH:58][cH:59][cH:60]1>>[Cl:1][c:2]1[cH:3][c:4]2[c:5]([cH:6][cH:7]1)[n:8][c:9]1[c:10]3[c:11]2[cH:12][c:13]([CH:34]=[CH:33][CH2:32][NH:35][C:36]([C:37]([F:38])([F:39])[F:40])=[O:41])[cH:14][c:15]3[n:16]([CH3:23])[c:17]2[cH:18][cH:19][cH:20][cH:21][c:22]12. Reactants: C1(CC1)C1=CC=C(C(=O)N(C)[C@H]2[C@@H](CNCC2)C2=CC(=C(C=C2)Cl)Cl)C=C1 (4-cyclopropyl-N-[(3R,4R)-3-(3,4-dichlorophenyl)piperidin-4-yl]-N-methylbenzamide), C1(CC1)C(=O)N1CCC(CC1)C(=O)O (1-(cyclopropylcarbonyl)piperidine-4-carboxylic acid). Yields the product C1(CC1)C1=CC=C(C(=O)N(C)[C@H]2[C@@H](CN(CC2)C(=O)C2CCN(CC2)C(=O)C2CC2)C2=CC(=C(C=C2)Cl)Cl)C=C1 (4-cyclopropyl-N-[(3R,4R)-1-{[1-(cyclopropylcarbonyl)piperidin-4-yl]carbonyl}-3-(3,4-dichlorophenyl)piperidin-4-yl]-N-methylbenzamide). As a reaction SMILES: [CH:1]1([C:4]2[CH:27]=[CH:26][C:7]([C:8]([N:10]([C@@H:12]3[CH2:17][CH2:16][NH:15][CH2:14][C@H:13]3[C:18]3[CH:23]=[CH:22][C:21]([Cl:24])=[C:20]([Cl:25])[CH:19]=3)[CH3:11])=[O:9])=[CH:6][CH:5]=2)[CH2:3][CH2:2]1.[CH:28]1([C:31]([N:33]2[CH2:38][CH2:37][CH:36]([C:39](O)=[O:40])[CH2:35][CH2:34]2)=[O:32])[CH2:30][CH2:29]1>>[CH:1]1([C:4]2[CH:27]=[CH:26][C:7]([C:8]([N:10]([C@@H:12]3[CH2:17][CH2:16][N:15]([C:39]([CH:36]4[CH2:35][CH2:34][N:33]([C:31]([CH:28]5[CH2:30][CH2:29]5)=[O:32])[CH2:38][CH2:37]4)=[O:40])[CH2:14][C@H:13]3[C:18]3[CH:23]=[CH:22][C:21]([Cl:24])=[C:20]([Cl:25])[CH:19]=3)[CH3:11])=[O:9])=[CH:6][CH:5]=2)[CH2:3][CH2:2]1. Procedure: Using the compound obtained in Example 649, step 1 and 1-(cyclopropylcarbonyl)piperidine-4-carboxylic acid, and by the reaction and purification in the same manner as in Example 97, the title compound was obtained.